From a dataset of the Open Reaction Database (ORD), a public repository of structured organic reaction records. describe an organic reaction: reactants, conditions, products, and yield Starting materials: O.N (water NH3), COC1=NC=CC(=C1)CCC1=CNC(C2=CC=CC=C12)=O (4-[2-(2-methoxy-pyridin-4-yl)-ethyl]-2H-isoquinolin-1-one), P(=O)(Cl)(Cl)Cl (phosphorus oxychloride), Cl (HCl). Solvent: CCOC(=O)C (EtOAc), C(C)#N (acetonitrile), O1CCOCC1 (dioxane). Reaction conditions: temperature 65 celsius, time 7 hour. Yields the product ClC1=NC=C(C2=CC=CC=C12)CCC1=CC(=NC=C1)OC (1-chloro-4-[2-(2-methoxy-pyridin-4-yl)-ethyl]-isoquinoline). Reaction SMILES: [CH3:1][O:2][C:3]1[CH:8]=[C:7]([CH2:9][CH2:10][C:11]2[C:20]3[C:15](=[CH:16][CH:17]=[CH:18][CH:19]=3)[C:14](=O)[NH:13][CH:12]=2)[CH:6]=[CH:5][N:4]=1.P(Cl)(Cl)([Cl:24])=O.Cl.O.N>C(#N)C.O1CCOCC1.CCOC(C)=O>[Cl:24][C:14]1[C:15]2[C:20](=[CH:19][CH:18]=[CH:17][CH:16]=2)[C:11]([CH2:10][CH2:9][C:7]2[CH:6]=[CH:5][N:4]=[C:3]([O:2][CH3:1])[CH:8]=2)=[CH:12][N:13]=1 |f:3.4|. Procedure details: Under a N2 atmosphere, 160 mg (0.57 mmol) of 4-[2-(2-methoxy-pyridin-4-yl)-ethyl]-2H-isoquinolin-1-one in 3.7 ml of acetonitrile are mixed with 131 μl (1.43 mmol) of phosphorus oxychloride and 0.28 ml of 4 N HCl in dioxane and stirred for 7 h at 65° C. After cooling to RT, water/NH3 conc. 10:1 and EtOAc are added, the water phase is separated and extraction effected twice with EtOAc. The organic phases are washed with water and brine, dried (Na2SO4) and concentrated by evaporation to form 1-chlo... Reactants: C(C)(C)(C)OC(=O)C1N(CCCCC1COC(C)=O)S(=O)(=O)C1=CC=C(C=C1)OC (3-Acetoxymethyl-1-(4-methoxy-benzenesulfonyl)-azepane-2-carboxylic acid tert-butyl ester), FC(C(=O)O)(F)F (trifluoroacetic acid). Solvent: ClCCl (dichloromethane). Yields the product C(C)(=O)OCC1C(N(CCCC1)S(=O)(=O)C1=CC=C(C=C1)OC)C(=O)O (3-Acetoxymethyl-1-(4-methoxy-benzenesulfonyl)-azepane-2-carboxylic acid). RXN SMILES: C([O:5][C:6]([CH:8]1[CH:14]([CH2:15][O:16][C:17](=[O:19])[CH3:18])[CH2:13][CH2:12][CH2:11][CH2:10][N:9]1[S:20]([C:23]1[CH:28]=[CH:27][C:26]([O:29][CH3:30])=[CH:25][CH:24]=1)(=[O:22])=[O:21])=[O:7])(C)(C)C.FC(F)(F)C(O)=O>ClCCl>[C:17]([O:16][CH2:15][CH:14]1[CH2:13][CH2:12][CH2:11][CH2:10][N:9]([S:20]([C:23]2[CH:24]=[CH:25][C:26]([O:29][CH3:30])=[CH:27][CH:28]=2)(=[O:22])=[O:21])[CH:8]1[C:6]([OH:7])=[O:5])(=[O:19])[CH3:18]. Procedure details: To a solution of 3-Acetoxymethyl-1-(4-methoxy-benzenesulfonyl)-azepane-2-carboxylic acid tert-butyl ester (266 mg, 0.6 mmoL) in 1.5 mL dichloromethane at 0° C. was added 1.5 mL of trifluoroacetic acid. The reaction was gradually allowed to warm to ambient temperature, and the solvent was removed under reduced pressure after 1.4 hours. The residue was azeotroped twice with toluene and purified by column chromatography (silica: 30% ethyl acetate in hexanes with 1% acetic acid to 4% methanol in dic... Reactants: O=Cc1ccc(OCc2ccccc2)cc1, ONC1CCCCC1. The product is [O-][N+](=Cc1ccc(OCc2ccccc2)cc1)C1CCCCC1. As a reaction SMILES: [CH2:1]([c:2]1[cH:3][cH:4][cH:5][cH:6][cH:7]1)[O:8][c:9]1[cH:10][cH:11][c:12]([CH:13]=[O:14])[cH:15][cH:16]1.[CH:17]1([NH:23][OH:24])[CH2:18][CH2:19][CH2:20][CH2:21][CH2:22]1>>[CH2:1]([c:2]1[cH:3][cH:4][cH:5][cH:6][cH:7]1)[O:8][c:9]1[cH:10][cH:11][c:12]([CH:13]=[N+:23]([CH:17]2[CH2:18][CH2:19][CH2:20][CH2:21][CH2:22]2)[O-:24])[cH:15][cH:16]1. The reactants are ClC=1C=C2C(=CN1)NC(=C2)C2CCC2 (5-chloro-2-cyclobutyl-1H-pyrrolo[2,3-c]pyridine), CuSO4.5H2O, N.O (NH3.H2O). The solvent is CCO (EtOH). Conditions: temperature 180 celsius, time 16 hour. Product: C1(CCC1)C1=CC=2C(=CN=C(C2)N)N1 (2-cyclobutyl-1H-pyrrolo[2,3-c]pyridin-5-amine). The yield is 22.0%. As a reaction SMILES: Cl[C:2]1[CH:3]=[C:4]2[CH:10]=[C:9]([CH:11]3[CH2:14][CH2:13][CH2:12]3)[NH:8][C:5]2=[CH:6][N:7]=1.[NH3:15].O>CCO>[CH:11]1([C:9]2[NH:8][C:5]3=[CH:6][N:7]=[C:2]([NH2:15])[CH:3]=[C:4]3[CH:10]=2)[CH2:14][CH2:13][CH2:12]1 |f:1.2|. Procedure details: To the solution of 5-chloro-2-cyclobutyl-1H-pyrrolo[2,3-c]pyridine (200 mg, 0.97 mmol) in EtOH (10 mL) and NH3.H2O (30 mL) was added CuSO4.5H2O (30 mg, 0.12 mmol). The reaction mixture was stirred under 3 MPa at 180° C. for 16 h. The mixture was extracted with ethyl acetate (3×30 mL). The extract was dried, concentrated in vacuo and purified by chromatography on silica gel (5-10% MeOH in ethyl acetate as eluant) to afford the pure 2-cyclobutyl-1H-pyrrolo[2,3-c]pyridin-5-amine (40 mg, 22% yield).... Starting materials: NC=1C(=NC(=NC1)NC1=CC=C(C=C1)N1CC(CC1)NC(=O)OC(C)(C)C)NC1CCCC1 (5-amino-2-[[4-[3-(tert-butoxycarbonylamino)pyrrolidin-1-yl]phenyl]amino]-4-(cyclopentylamino)-pyrimidine), C(C=O)(=O)OCCCC (butyl glyoxylate), CC(=O)O (HOAc). The solvent is CCO (EtOH). Yields the product C(C)(C)(C)OC(=O)NC1CN(CC1)C1=CC=C(C=C1)NC1=NC=2N(C(C=NC2C=N1)=O)C1CCCC1 (2-[[4-[3-(tert-Butoxycarbonylamino)pyrrolidin-1-yl]phenyl]amino]-8-cyclopentyl-8H-pteridin-7-one). The yield is 28.5%. Reaction SMILES: [NH2:1][C:2]1[C:3]([NH:28][CH:29]2[CH2:33][CH2:32][CH2:31][CH2:30]2)=[N:4][C:5]([NH:8][C:9]2[CH:14]=[CH:13][C:12]([N:15]3[CH2:19][CH2:18][CH:17]([NH:20][C:21]([O:23][C:24]([CH3:27])([CH3:26])[CH3:25])=[O:22])[CH2:16]3)=[CH:11][CH:10]=2)=[N:6][CH:7]=1.[C:34](OCCCC)(=O)[CH:35]=[O:36].CC(O)=O>CCO>[C:24]([O:23][C:21]([NH:20][CH:17]1[CH2:18][CH2:19][N:15]([C:12]2[CH:11]=[CH:10][C:9]([NH:8][C:5]3[N:6]=[CH:7][C:2]4[N:1]=[CH:34][C:35](=[O:36])[N:28]([CH:29]5[CH2:30][CH2:31][CH2:32][CH2:33]5)[C:3]=4[N:4]=3)=[CH:14][CH:13]=2)[CH2:16]1)=[O:22])([CH3:27])([CH3:26])[CH3:25]. Procedure: A mixture of 0.70 g (1.5 mmol) of 5-amino-2-[[4-[3-(tert-butoxycarbonylamino)pyrrolidin-1-yl]phenyl]amino]-4-(cyclopentylamino)-pyrimidine, 0.52 g (4 mmol) of butyl glyoxylate (F. J. Wolf, J. Weijlard, Org. Synth. Coll., 1963;4:124–125) and 0.5 mL HOAc in 15 mL of EtOH is heated under reflux for 14 hours, and the solvent is removed under vacuum. The residue is diluted with aqueous ammonia solution and extracted into EtOAc. Chromatography on silica, eluting with hexane/EtOAc (3:2), gives 0.21 g (... The reactants are CCOC(=O)c1cnn2c(N(OC(C)(C)C)C(=O)c3ccc(OCC)cc3)c(C)c(NC3CCC(NC(=O)OC(C)(C)C)CC3)nc12, CC(C)O, Cl, [Na+], [OH-]. Yields the product CCOc1ccc(C(=O)N(OC(C)(C)C)c2c(C)c(NC3CCC(NC(=O)OC(C)(C)C)CC3)nc3c(C(=O)O)cnn23)cc1. As a reaction SMILES: [C:1]([CH3:2])([CH3:3])([CH3:4])[O:5][C:6](=[O:7])[NH:8][CH:9]1[CH2:10][CH2:11][CH:12]([NH:15][c:16]2[n:17][c:18]3[n:19]([c:20]([N:23]([C:24](=[O:25])[c:26]4[cH:27][cH:28][c:29]([O:32][CH2:33][CH3:34])[cH:30][cH:31]4)[O:35][C:36]([CH3:37])([CH3:38])[CH3:39])[c:21]2[CH3:22])[n:40][cH:41][c:42]3[C:43](=[O:44])[O:45][CH2:46][CH3:47])[CH2:13][CH2:14]1.[CH3:51][CH:52]([OH:53])[CH3:54].[ClH:50].[Na+:49].[OH-:48]>>[C:1]([CH3:2])([CH3:3])([CH3:4])[O:5][C:6](=[O:7])[NH:8][CH:9]1[CH2:10][CH2:11][CH:12]([NH:15][c:16]2[n:17][c:18]3[n:19]([c:20]([N:23]([C:24](=[O:25])[c:26]4[cH:27][cH:28][c:29]([O:32][CH2:33][CH3:34])[cH:30][cH:31]4)[O:35][C:36]([CH3:37])([CH3:38])[CH3:39])[c:21]2[CH3:22])[n:40][cH:41][c:42]3[C:43](=[O:44])[OH:45])[CH2:13][CH2:14]1. The reactants are BrC1=CC=C(C=C1)C1=C(C(=NO1)C)CN1CC(CC1)C1=CC=CC=C1 (5-(4-bromo-phenyl)-3-methyl-4-(3-phenyl-pyrrolidin-1-ylmethyl)-isoxazole), C(C)OC(=O)C1(CC1)C1=CC=C(C=C1)B1OC(C(O1)(C)C)(C)C (1-[4-(4,4,5,5-tetramethyl-[1,3,2]dioxaborolan-2-yl)-phenyl]-cyclopropanecarboxylic acid ethyl ester). The product is C(C)OC(=O)C1(CC1)C1=CC=C(C=C1)C1=CC=C(C=C1)C1=C(C(=NO1)C)CN1CC(CC1)C1=CC=CC=C1 (1-{4′-[3-Methyl-4-(3-phenyl-pyrrolidin-1-ylmethyl)-isoxazol-5-yl]-biphenyl-4-yl}-cyclopropanecarboxylic acid ethyl ester). As a reaction SMILES: Br[C:2]1[CH:7]=[CH:6][C:5]([C:8]2[O:12][N:11]=[C:10]([CH3:13])[C:9]=2[CH2:14][N:15]2[CH2:19][CH2:18][CH:17]([C:20]3[CH:25]=[CH:24][CH:23]=[CH:22][CH:21]=3)[CH2:16]2)=[CH:4][CH:3]=1.[CH2:26]([O:28][C:29]([C:31]1([C:34]2[CH:39]=[CH:38][C:37](B3OC(C)(C)C(C)(C)O3)=[CH:36][CH:35]=2)[CH2:33][CH2:32]1)=[O:30])[CH3:27]>>[CH2:26]([O:28][C:29]([C:31]1([C:34]2[CH:39]=[CH:38][C:37]([C:2]3[CH:3]=[CH:4][C:5]([C:8]4[O:12][N:11]=[C:10]([CH3:13])[C:9]=4[CH2:14][N:15]4[CH2:19][CH2:18][CH:17]([C:20]5[CH:21]=[CH:22][CH:23]=[CH:24][CH:25]=5)[CH2:16]4)=[CH:6][CH:7]=3)=[CH:36][CH:35]=2)[CH2:32][CH2:33]1)=[O:30])[CH3:27]. Reported procedure: Prepared according to the procedure described in Example 1, Step 10, using 5-(4-bromo-phenyl)-3-methyl-4-(3-phenyl-pyrrolidin-1-ylmethyl)-isoxazole and 1-[4-(4,4,5,5-tetramethyl-[1,3,2]dioxaborolan-2-yl)-phenyl]-cyclopropanecarboxylic acid ethyl ester.